This data is from the Open Reaction Database (ORD), a public repository of structured organic reaction records. The task is: describe an organic reaction: reactants, conditions, products, and yield Procedure: A reaction vessel fitted with a calcium sulfate drying tube was charged with 4.9 g (55 mmol) of 2-amino-2-methyl-1-propanol and 50 ml of anhydrous ethyl ether. With this mixture stirred at 0°-5° C., there was added dropwise over a period of 45 minutes a solution of 50 ml anhydrous ethyl ether containing 6.5 g (25 mmol) of 2-(tert-butylamino)-4-trifluoromethyl-5-oxazolecarbonyl chloride. The reaction mixture was stirred at ambient temperature for 11/2 hours, then filtered to remove the HCl salt o... Run in CCCCCC (hexane). As a reaction SMILES: [NH2:1][C:2]([CH3:6])([CH3:5])[CH2:3][OH:4].C(OCC)C.[C:12]([NH:16][C:17]1[O:18][C:19]([C:26](Cl)=[O:27])=[C:20]([C:22]([F:25])([F:24])[F:23])[N:21]=1)([CH3:15])([CH3:14])[CH3:13]>CCCCCC>[CH3:15][C:12]([NH:16][C:17]1[O:18][C:19]([C:26]([NH:1][C:2]([CH3:6])([CH3:5])[CH2:3][OH:4])=[O:27])=[C:20]([C:22]([F:24])([F:25])[F:23])[N:21]=1)([CH3:13])[CH3:14]. Yields the product CC(C)(C)NC=1OC(=C(N1)C(F)(F)F)C(=O)NC(CO)(C)C (2-[(1,1-dimethylethyl)amino]-N-(2-hydroxy-1,1-dimethylethyl)-4-(trifluoromethyl)-5-oxazolecarboxamide). Reactants: NC(CO)(C)C (2-amino-2-methyl-1-propanol), C(C)OCC (ethyl ether), C(C)OCC (ethyl ether), C(C)(C)(C)NC=1OC(=C(N1)C(F)(F)F)C(=O)Cl (2-(tert-butylamino)-4-trifluoromethyl-5-oxazolecarbonyl chloride). The reactants are [Br-], C=C[Mg+], [Cl-], OCC1(c2ccc(Cl)cc2)CC1, [NH4+], C1CCOC1. Product: C=CC(O)C1(c2ccc(Cl)cc2)CC1. RXN SMILES: [Br-:13].[CH:14](=[CH2:15])[Mg+:16].[Cl-:17].[Cl:1][c:2]1[cH:3][cH:4][c:5]([C:8]2([CH2:11][OH:12])[CH2:9][CH2:10]2)[cH:6][cH:7]1.[NH4+:18].[O:19]1[CH2:20][CH2:21][CH2:22][CH2:23]1>>[Cl:1][c:2]1[cH:3][cH:4][c:5]([C:8]2([CH:11]([OH:12])[CH:14]=[CH2:15])[CH2:9][CH2:10]2)[cH:6][cH:7]1.